From a dataset of the Open Reaction Database (ORD), a public repository of structured organic reaction records. describe an organic reaction: reactants, conditions, products, and yield The reactants are C(=O)(O)[O-].[Na+] (NaHCO3), NCC(O)C1=CC(=CC=C1)OCC1=CC=CC=C1 (2-amino-1-[3-(benzyloxy)phenyl]ethan-1-ol), C=O (formaldehyde), C(=O)(C(F)(F)F)O (TFA). Procedure: To 10 g (41 mmol) 2-amino-1-[3-(benzyloxy)phenyl]ethan-1-ol and 4.6 mL (62 mmol) formaldehyde (37% solution in water) in 100 mL DCM are added slowly 6.3 mL (82 mmol) TFA and the resulting mixture is stirred at r.t. over night. The reaction is neutralised by the addition of a sat. aq. NaHCO3 solution and extracted with DCM. The organic layer is washed with a sat. aq. NaCl solution, dried over MgSO4, filtered and the solvent is removed in vacuo. Run in C(Cl)Cl (DCM). Product: C(C1=CC=CC=C1)OC=1C=C2C(CNCC2=CC1)O (6-Benzyloxy-1,2,3,4-tetrahydro-isoquinolin-4-ol). Reaction SMILES: [NH2:1][CH2:2][CH:3]([C:5]1[CH:10]=[CH:9][CH:8]=[C:7]([O:11][CH2:12][C:13]2[CH:18]=[CH:17][CH:16]=[CH:15][CH:14]=2)[CH:6]=1)[OH:4].C=O.[C:21](O)(C(F)(F)F)=O.C([O-])(O)=O.[Na+]>C(Cl)Cl>[CH2:12]([O:11][C:7]1[CH:6]=[C:5]2[C:10](=[CH:9][CH:8]=1)[CH2:21][NH:1][CH2:2][CH:3]2[OH:4])[C:13]1[CH:18]=[CH:17][CH:16]=[CH:15][CH:14]=1 |f:3.4|. Reactants: C(CCC)[Li] (n-Butyllithium), solution, BrC1=C(C=C(C=C1)N1N=CC=C1)C (1-(4-bromo-3-methylphenyl)pyrazole), P(=O)(O)(O)[O-].[Na+] (sodium dihydrogen phosphate), Cl (Hydrochloric acid), COB(OC)OC (Trimethylborate), [OH-].[Na+] (sodium hydroxide). Solvent: hexanes, C1CCOC1 (THF). Conditions: temperature -25 celsius, time 16 hour. The product is CC1=C(C=CC(=C1)N1N=CC=C1)B(O)O (2-methyl-4-(pyrazol-1-yl)phenylboronic acid). Isolated yield 86.6%. As a reaction SMILES: C([Li])CCC.Br[C:7]1[CH:12]=[CH:11][C:10]([N:13]2[CH:17]=[CH:16][CH:15]=[N:14]2)=[CH:9][C:8]=1[CH3:18].C[O:20][B:21](OC)[O:22]C.Cl.[OH-].[Na+].P([O-])(O)(O)=O.[Na+]>C1COCC1>[CH3:18][C:8]1[CH:9]=[C:10]([N:13]2[CH:17]=[CH:16][CH:15]=[N:14]2)[CH:11]=[CH:12][C:7]=1[B:21]([OH:22])[OH:20] |f:4.5,6.7|. Procedure details: n-Butyllithium (7.9 mL of a 2.5 M solution in hexanes, 20 mmol) was added to a solution of compound 2b (4.7 g, 20 mmol) in 100 mL THF at −78° C. The mixture was allowed to warm to −25° C. over 1 hr, then the mixture was cooled to −78° C. Trimethylborate (3.4 mL, 30 mmol) was added and the reaction was allowed to warm to RT. Hydrochloric acid (1N, 100 mL) was then added and the mixture was stirred for 16 hr. The pH of the aqueous layer was adjusted to 3-4 using sodium hydroxide and sodium dihydro... Starting materials: OC1(c2ncc(Br)s2)CCC2(CC1)OCCO2, O=C([O-])[O-], Cc1cc(N)cc(B2OC(C)(C)C(C)(C)O2)c1, [Cs+], [Cs+], O=C(C=Cc1ccccc1)C=Cc1ccccc1, O=C(C=Cc1ccccc1)C=Cc1ccccc1, O=C(C=Cc1ccccc1)C=Cc1ccccc1, [Pd], [Pd]. Product: Cc1cc(N)cc(-c2cnc(C3(O)CCC4(CC3)OCCO4)s2)c1. RXN SMILES: [Br:18][c:19]1[cH:20][n:21][c:22]([C:24]2([OH:34])[CH2:25][CH2:26][C:27]3([O:28][CH2:29][CH2:30][O:31]3)[CH2:32][CH2:33]2)[s:23]1.[C:35](=[O:36])([O-:37])[O-:38].[CH3:1][c:2]1[cH:3][c:4]([NH2:5])[cH:6][c:7]([B:9]2[O:10][C:11]([CH3:12])([CH3:13])[C:14]([CH3:15])([CH3:16])[O:17]2)[cH:8]1.[Cs+:39].[Cs+:40].[O:43]=[C:44]([CH:45]=[CH:46][c:47]1[cH:48][cH:49][cH:50][cH:51][cH:52]1)[CH:53]=[CH:54][c:55]1[cH:56][cH:57][cH:58][cH:59][cH:60]1.[O:61]=[C:62]([CH:63]=[CH:64][c:65]1[cH:66][cH:67][cH:68][cH:69][cH:70]1)[CH:71]=[CH:72][c:73]1[cH:74][cH:75][cH:76][cH:77][cH:78]1.[O:79]=[C:80]([CH:81]=[CH:82][c:83]1[cH:84][cH:85][cH:86][cH:87][cH:88]1)[CH:89]=[CH:90][c:91]1[cH:92][cH:93][cH:94][cH:95][cH:96]1.[Pd:41].[Pd:42]>>[CH3:1][c:2]1[cH:3][c:4]([NH2:5])[cH:6][c:7](-[c:19]2[cH:20][n:21][c:22]([C:24]3([OH:34])[CH2:25][CH2:26][C:27]4([O:28][CH2:29][CH2:30][O:31]4)[CH2:32][CH2:33]3)[s:23]2)[cH:8]1. The reactants are Cl (hydrogen chloride), ClC1=CC(=CC=C1)C(=O)OO (m-chloroperbenzoic acid), N=C1SC2=C(N1CCSCCC)C=CC(=C2)OC(F)(F)F (2-imino-3-(2-propylthioethyl)-6-trifluoromethoxybenzothiazoline), C(C)OCC (ethyl ether). Run in C(C)O (ethanol). Reaction conditions: temperature -35 celsius, time 10 minute. Yields the product Cl.N=C1SC2=C(N1CCS(=O)CCC)C=CC(=C2)OC(F)(F)F ((RS)-2-imino-3-(2-propylsulphinylethyl)-6-trifluoromethoxybenzothiazoline hydrochloride). Yield: 38.8%. Reaction SMILES: [Cl:1]C1C=CC=C(C(OO)=[O:9])C=1.[NH:12]=[C:13]1[N:17]([CH2:18][CH2:19][S:20][CH2:21][CH2:22][CH3:23])[C:16]2[CH:24]=[CH:25][C:26]([O:28][C:29]([F:32])([F:31])[F:30])=[CH:27][C:15]=2[S:14]1.C(OCC)C.Cl>C(O)C>[ClH:1].[NH:12]=[C:13]1[N:17]([CH2:18][CH2:19][S:20]([CH2:21][CH2:22][CH3:23])=[O:9])[C:16]2[CH:24]=[CH:25][C:26]([O:28][C:29]([F:31])([F:32])[F:30])=[CH:27][C:15]=2[S:14]1 |f:5.6|. Procedure details: 70-75% pure m-chloroperbenzoic acid (4.3 g) is added in the course of approximately 10 minutes to 2-imino-3-(2-propylthioethyl)-6-trifluoromethoxybenzothiazoline (5.87 g) dissolved in absolute ethanol (80 cc) cooled to -35° C. The reaction is continued for 10 minutes at the same temperature. The reaction medium is then added to ethyl ether (300 cc) and treated with 4.2N ethereal hydrogen chloride (4.2 cc). The precipitate formed is filtered off, then taken up in distilled water (50 cc) and neutr... The reactants are COC(=O)C(Cc1ccc([N+](=O)[O-])cc1)N(Cc1ccccc1)Cc1ccccc1, CO, [H][H]. The product is COC(=O)C(Cc1ccc(N)cc1)N(Cc1ccccc1)Cc1ccccc1. Reaction SMILES: [CH2:1]([c:2]1[cH:3][cH:4][cH:5][cH:6][cH:7]1)[N:8]([CH:9]([C:10](=[O:11])[O:12][CH3:13])[CH2:14][c:15]1[cH:16][cH:17][c:18]([N+:21]([O-:22])=[O:23])[cH:19][cH:20]1)[CH2:24][c:25]1[cH:26][cH:27][cH:28][cH:29][cH:30]1.[CH3:33][OH:34].[H:31][H:32]>>[CH2:1]([c:2]1[cH:3][cH:4][cH:5][cH:6][cH:7]1)[N:8]([CH:9]([C:10](=[O:11])[O:12][CH3:13])[CH2:14][c:15]1[cH:16][cH:17][c:18]([NH2:21])[cH:19][cH:20]1)[CH2:24][c:25]1[cH:26][cH:27][cH:28][cH:29][cH:30]1. The reactants are N1N=CN=C1 (1,2,4-triazole), C[O-].[Na+] (sodium methylate), C1(=CC=C(C=C1)C(CC1=C(C=C(C=C1)Cl)Cl)(CCl)O)C1=CC=CC=C1 (2-(4-biphenylyl)-3-chloro-1-(2,4-dichlorophenyl)-propan-2-ol). The solvent is CO (methyl alcohol), CN(C=O)C (dimethylformamide). Reaction conditions: temperature 70 celsius. Yields the product C1(=CC=C(C=C1)C(CC1=C(C=C(C=C1)Cl)Cl)(CN1C=NN=C1)O)C1=CC=CC=C1 (2-(4-biphenylyl)-1-(2,4-dichlorophenyl)-3-(1,3,4-triazol-1-yl)-propan-2-ol). Yield: 10.4%. Reaction SMILES: [NH:1]1[CH:5]=[N:4][CH:3]=[N:2]1.C[O-].[Na+].[C:9]1([C:28]2[CH:33]=[CH:32][CH:31]=[CH:30][CH:29]=2)[CH:14]=[CH:13][C:12]([C:15]([OH:27])([CH2:25]Cl)[CH2:16][C:17]2[CH:22]=[CH:21][C:20]([Cl:23])=[CH:19][C:18]=2[Cl:24])=[CH:11][CH:10]=1>CO.CN(C)C=O>[C:9]1([C:28]2[CH:29]=[CH:30][CH:31]=[CH:32][CH:33]=2)[CH:10]=[CH:11][C:12]([C:15]([OH:27])([CH2:25][N:4]2[CH:3]=[N:2][N:1]=[CH:5]2)[CH2:16][C:17]2[CH:22]=[CH:21][C:20]([Cl:23])=[CH:19][C:18]=2[Cl:24])=[CH:13][CH:14]=1 |f:1.2|. Procedure: 7.6 g (0.11 mol) of 1,2,4-triazole are added to a solution of 3.5 g (0.065 mol) of a sodium methylate in 18 ml of methyl alcohol; a solution of 19.5 g (0.05 mol) of 2-(4-biphenylyl)-3-chloro-1-(2,4-dichlorophenyl)-propan-2-ol in 38 ml of dimethylformamide is then added dropwise and the mixture is heated to 70° C. for 90 minutes. The solvent is removed in vacuo in a rotary evaporator and the residue is stirred with water. The resulting crystals are washed with diethyl ether and recrystallised fro... The reactants are C(C1=CC=CC=C1)N1C[C@@H](N(CC1)C(=O)OC(C)(C)C)CCCCNC(=O)OC(C)(C)C (4-benzyl-1-tert-butoxycarbonyl-2(S)-(4-tert-butoxycarbonylaminobutyl)-piperazine), [H][H] (hydrogen). Reagents/catalysts: [Pd] (palladium on carbon). The solvent is CO (methanol). Product: C(C)(C)(C)OC(=O)N1[C@H](CNCC1)CCCC(C(=O)OC(C)(C)C)N (1-tert-Butoxycarbonyl-2(S)-(4-tert-butoxycarbonyl-aminobutyl)piperazine), oil. Yield: 5.0%. Reaction SMILES: C([N:8]1[CH2:13][CH2:12][N:11]([C:14]([O:16][C:17]([CH3:20])([CH3:19])[CH3:18])=[O:15])[C@@H:10]([CH2:21][CH2:22][CH2:23][CH2:24][NH:25]C(OC(C)(C)C)=O)[CH2:9]1)C1C=CC=CC=1.[H][H]>[Pd].CO>[C:17]([O:16][C:14]([N:11]1[CH2:12][CH2:13][NH:8][CH2:9][C@@H:10]1[CH2:21][CH2:22][CH2:23][CH:24]([NH2:25])[C:14]([O:16][C:17]([CH3:20])([CH3:19])[CH3:18])=[O:15])=[O:15])([CH3:18])([CH3:19])[CH3:20]. Reported procedure: The title compound was prepared according to the procedure described in Example 2, Step C except using 4-benzyl-1-tert-butoxycarbonyl-2(S)-(4-tert-butoxycarbonylaminobutyl)-piperazine (3.74 g, 8.36 mmol), 10% palladium on carbon (0.50 g) in methanol (50 mL) for 48 h at 60 psi hydrogen. The title compound (Rf 0.3 in 5% methanol in chloroform) was obtained as an oil (3.14 g). NMR (300 MHz, CDCl3) d 4.59 (1H, m), 4.00 (1H, m), 3.83 (1H, br d J=12 Hz), 3.12 (2H, m), 2.90 (4H, m), 2.70 (1H, dt, J=4, ... The reactants are P(OCC)(OCC)OCC (triethyl phosphite), ClC1=CC=C(C=C1)CCBr (2-(4-chlorophenyl)ethyl bromide). The product is ClC1=CC=C(C=C1)CCP(OCC)(OCC)=O (Diethyl 2-(4-chlorophenyl)ethylphosphonate). RXN SMILES: [P:1]([O:8][CH2:9][CH3:10])([O:5][CH2:6][CH3:7])[O:2]CC.[Cl:11][C:12]1[CH:17]=[CH:16][C:15]([CH2:18][CH2:19]Br)=[CH:14][CH:13]=1>>[Cl:11][C:12]1[CH:17]=[CH:16][C:15]([CH2:18][CH2:19][P:1](=[O:2])([O:5][CH2:6][CH3:7])[O:8][CH2:9][CH3:10])=[CH:14][CH:13]=1. Procedure: Combine 24.9 g (0.15 mole) of triethyl phosphite and 32.9 g of 2-(4-chlorophenyl)ethyl bromide. Heat the mixture at reflux under a nitrogen atmosphere for 5-6 hours. Distill the reaction mixture at reduced pressure (0.2 mm Hg) and collect the fraction distilling at 110°-148° C. to obtain the title compound. Starting materials: CC(=O)O, Cc1ccccc1CNC(=S)c1ccc2c(c1)N(C(C)CN1CCCC1)c1ccccc1S2, O=C(O)C=CC(=O)O. Product: Cc1ccccc1CNC(=O)c1ccc2c(c1)N(C(C)CN1CCCC1)c1ccccc1S2. RXN SMILES: [CH3:42][C:43](=[O:44])[OH:45].[CH3:9][c:10]1[c:11]([CH2:12][NH:13][C:14](=[S:15])[c:16]2[cH:17][c:18]3[c:27]([cH:28][cH:29]2)[S:26][c:25]2[c:20]([cH:21][cH:22][cH:23][cH:24]2)[N:19]3[CH:30]([CH2:31][N:32]2[CH2:33][CH2:34][CH2:35][CH2:36]2)[CH3:37])[cH:38][cH:39][cH:40][cH:41]1.[OH:1][C:2]([CH:3]=[CH:4][C:5](=[O:6])[OH:7])=[O:8]>>[O:1]=[C:14]([NH:13][CH2:12][c:11]1[c:10]([CH3:9])[cH:41][cH:40][cH:39][cH:38]1)[c:16]1[cH:17][c:18]2[c:27]([cH:28][cH:29]1)[S:26][c:25]1[c:20]([cH:21][cH:22][cH:23][cH:24]1)[N:19]2[CH:30]([CH2:31][N:32]1[CH2:33][CH2:34][CH2:35][CH2:36]1)[CH3:37].